describe an organic reaction: reactants, conditions, products, and yield From a dataset of the Open Reaction Database (ORD), a public repository of structured organic reaction records. Starting materials: C(C)OC(=O)C1NCC2=CC=CC=C2C1 ((±)-1,2,3,4-tetrahydroisoquinoline-3-carboxylic acid ethyl ester), O(C1=CC=CC=C1)C=1C=C(C(=O)O)C=CC1 (3-phenoxybenzoic acid), Cl.CN(CCCN=C=NCC)C (1-[3-(dimethylamino)propyl]-3-ethylcarbodiimide hydrochloride). Solvent: C(Cl)(Cl)Cl (chloroform). Reaction conditions: time 8 hour. Product: C(C)OC(=O)C1N(CC2=CC=CC=C2C1)C(C1=CC(=CC=C1)OC1=CC=CC=C1)=O ((±)-2-(3-Phenoxybenzoyl)-1,2,3,4-tetrahydroisoquinoline-3-carboxylic acid ethyl ester). The yield is 98.6%. RXN SMILES: [CH2:1]([O:3][C:4]([CH:6]1[CH2:15][C:14]2[C:9](=[CH:10][CH:11]=[CH:12][CH:13]=2)[CH2:8][NH:7]1)=[O:5])[CH3:2].[O:16]([C:23]1[CH:24]=[C:25]([CH:29]=[CH:30][CH:31]=1)[C:26](O)=[O:27])[C:17]1[CH:22]=[CH:21][CH:20]=[CH:19][CH:18]=1.Cl.CN(C)CCCN=C=NCC>C(Cl)(Cl)Cl>[CH2:1]([O:3][C:4]([CH:6]1[CH2:15][C:14]2[C:9](=[CH:10][CH:11]=[CH:12][CH:13]=2)[CH2:8][N:7]1[C:26](=[O:27])[C:25]1[CH:29]=[CH:30][CH:31]=[C:23]([O:16][C:17]2[CH:18]=[CH:19][CH:20]=[CH:21][CH:22]=2)[CH:24]=1)=[O:5])[CH3:2] |f:2.3|. Reported procedure: To a stirred solution of (±)-1,2,3,4-tetrahydroisoquinoline-3-carboxylic acid ethyl ester (6.26 g, 30.5 mmol) and 3-phenoxybenzoic acid (7.19 g, 33.6 mmol) in chloroform (150 mL) was added 1-[3-(dimethylamino)propyl]-3-ethylcarbodiimide hydrochloride (6.43 g, 33.5 mmol). The reaction was allowed to proceed overnight and then washed with aqueous sodium bicarbonate solution, dried (sodium sulfate) and concentrated. The crude product was purified by flash chromatography over silica (hexanes/ethyl a... Starting materials: C(C)(C)(C)C1=CC(=C2CCC(C2=C1)(C)C)C1(CC1)CC=O (1-(6-t-butyl-1,1-dimethyl-indan-4-yl)-cyclopropaneacetaldehyde), C(C)OC(=O)C=C(CP([O-])([O-])=O)C (3-ethoxycarbonyl-2-methylprop-2-enylphosphonate). Product: C(C)OC(C=C(C=CCC1(CC1)C1=C2CCC(C2=CC(=C1)C(C)(C)C)(C)C)C)=O (ethyl-6-[1-(6-t-butyl-1,1-dimethyl-indan-4-yl)-cyclopropyl]-3-methyl-2,4-hexadienoate). Yield: 62.5%. As a reaction SMILES: [C:1]([C:5]1[CH:13]=[C:12]2[C:8]([CH2:9][CH2:10][C:11]2([CH3:15])[CH3:14])=[C:7]([C:16]2([CH2:19][CH:20]=O)[CH2:18][CH2:17]2)[CH:6]=1)([CH3:4])([CH3:3])[CH3:2].[CH2:22]([O:24][C:25]([CH:27]=[C:28]([CH3:34])[CH2:29]P(=O)([O-])[O-])=[O:26])[CH3:23]>>[CH2:22]([O:24][C:25](=[O:26])[CH:27]=[C:28]([CH3:34])[CH:29]=[CH:20][CH2:19][C:16]1([C:7]2[CH:6]=[C:5]([C:1]([CH3:4])([CH3:3])[CH3:2])[CH:13]=[C:12]3[C:8]=2[CH2:9][CH2:10][C:11]3([CH3:14])[CH3:15])[CH2:18][CH2:17]1)[CH3:23]. Reported procedure: The above unsaturated alcohol (16) (30 mg, 0.16 mmol) was converted to the cyclopropyl alcohol as described in Example 1 to give 33 mg of [1-(6-t-butyl-1,1-dimethyl-indan-4-yl)-cyclopropyl]-ethanol (17) as a pale yellow oil in 67% yield that was used directly for the next step. The above cyclopropyl alcohol (33 mg, 0.15 mmol) was oxidized as described in Example 1 to give 32 mg of 1-(6-t-butyl-1,1-dimethyl-indan-4-yl)-cyclopropaneacetaldehyde (18) as a clear oil in 100% yield. The above cyclopro... Starting materials: C(C1=CC=CC=C1)N1C(C2CCC(C1=O)N2C)=O (3-benzyl-2,4-dioxo-8-methyl-3,8-diazabicyclo (3.2.1)octane), [H-].[Al+3].[Li+].[H-].[H-].[H-] (lithium aluminum hydride), O (water), O (water). Solvent: CCOCC (ether). The product is C(C1=CC=CC=C1)N1CC2CCC(C1)N2 (3-BENZYL-3,8-DIAZABICYCLO(3.2.1)OCTANE). As a reaction SMILES: [CH2:1]([N:8]1[C:14](=O)[CH:13]2[N:16](C)[CH:10]([CH2:11][CH2:12]2)[C:9]1=O)[C:2]1[CH:7]=[CH:6][CH:5]=[CH:4][CH:3]=1.[H-].[Al+3].[Li+].[H-].[H-].[H-].O>CCOCC>[CH2:1]([N:8]1[CH2:14][CH:13]2[NH:16][CH:10]([CH2:11][CH2:12]2)[CH2:9]1)[C:2]1[CH:3]=[CH:4][CH:5]=[CH:6][CH:7]=1 |f:1.2.3.4.5.6|. Procedure details: A solution of 3-benzyl-2,4-dioxo-8-methyl-3,8-diazabicyclo (3.2.1)octane (2.05 g, 8.91 mmoles) in dry ether (100 mL) was treated gradually with lithium aluminum hydride (1.52 g, 4 mmoles), heated under reflux for one hour, and hydrolyzed successively with 50 mL of water-saturated ether and then 10 mL of water. This mixture was filtered on a celite pad. The filtrate was dried over magnesium sulfate and then evaporated to give the crude titled product which was used without any purification for fu... Reactants: O=C(O)Cc1ccc2c(c1)OCO2, CCNc1ccccc1. Reagents/catalysts: [B-](F)(F)(F)F.CCOC(=O)C(=NOC(=[N+](C)C)N(C)C)C#N (TOTU), CCN(C(C)C)C(C)C (DIPEA). The solvent is CN(C)C=O (DMF), CN(C)C=O (DMF), CN(C)C=O (DMF), CN(C)C=O (DMF), CN(C)C=O (DMF), CN(C)C=O (DMF). Reaction conditions: temperature 25 celsius, time 2 hour. The product is CCN(C(=O)Cc1ccc2c(c1)OCO2)c1ccccc1. Isolated yield 18.4%. As a reaction SMILES: CCNc1ccccc1.O=C(O)Cc1ccc2c(c1)OCO2.[B-](F)(F)(F)F.CCOC(=O)C(=NOC(=[N+](C)C)N(C)C)C#N.CCN(C(C)C)C(C)C.CN(C)C=O>>CCN(C(=O)Cc1ccc2c(c1)OCO2)c1ccccc1. The reactants are C(N)(=O)COC1=C(C=C(C=C1)OCC)C(C(=O)OCC)NC1=CC=C(C=C1)/C(/NO)=N/[H] (ethyl (Z)-(RS)-(2-carbamoylmethoxy-5-ethoxy-phenyl)-[4-(N-hydroxycarbamimidoyl)-phenylamino]-acetate). Reagents/catalysts: [Ni] (Raney-nickel). The solvent is CO.C(C)(=O)O (methanol acetic acid). The product is C(N)(=N)C1=CC=C(C=C1)NC(C(=O)OC)C1=C(C=CC(=C1)OCC)OCC(N)=O (methyl (RS)-(4-carbamimidoyl-phenylamino)-(2-carbamoylmethoxy-5-ethoxyphenyl)-acetate). Isolated yield 93.4%. As a reaction SMILES: [C:1]([CH2:4][O:5][C:6]1[CH:11]=[CH:10][C:9]([O:12][CH2:13][CH3:14])=[CH:8][C:7]=1[CH:15]([NH:21][C:22]1[CH:27]=[CH:26][C:25](/[C:28](=[N:31]/[H])/[NH:29]O)=[CH:24][CH:23]=1)[C:16]([O:18][CH2:19]C)=[O:17])(=[O:3])[NH2:2]>CO.C(O)(=O)C.[Ni]>[C:28]([C:25]1[CH:24]=[CH:23][C:22]([NH:21][CH:15]([C:7]2[CH:8]=[C:9]([O:12][CH2:13][CH3:14])[CH:10]=[CH:11][C:6]=2[O:5][CH2:4][C:1](=[O:3])[NH2:2])[C:16]([O:18][CH3:19])=[O:17])=[CH:27][CH:26]=1)(=[NH:29])[NH2:31] |f:1.2|. Reported procedure: 305 mg of ethyl (Z)-(RS)-(2-carbamoylmethoxy-5-ethoxy-phenyl)-[4-(N-hydroxycarbamimidoyl)-phenylamino]-acetate were treated in 8 ml of methanol-acetic acid (1:1) with Raney-nickel and stirred under hydrogen. The reaction mixture was filtered, evaporated in a vacuum and, for purification, the residue was triturated in acetonitrile. There were obtained 265 mg of methyl (RS)-(4-carbamimidoyl-phenylamino)-(2-carbamoylmethoxy-5-ethoxyphenyl)-acetate; m.p. 200° C. (dec.), MS: 401 (M+H)+. Starting materials: CC(C)(C)OC(=O)N(Cc1cccc(N)c1)C(=O)OC(C)(C)C, O=C([O-])[O-], Cc1ccccc1, CCOC(C)=O, COc1cccc(Cl)n1, [K+], [K+], O. Yields the product COc1cccc(Nc2cccc(CN(C(=O)OC(C)(C)C)C(=O)OC(C)(C)C)c2)n1. RXN SMILES: [C:1]([CH3:2])([CH3:3])([CH3:4])[O:5][C:6](=[O:7])[N:8]([C:9](=[O:10])[O:11][C:12]([CH3:13])([CH3:14])[CH3:15])[CH2:16][c:17]1[cH:18][c:19]([NH2:20])[cH:21][cH:22][cH:23]1.[C:24](=[O:25])([O-:26])[O-:27].[CH3:39][c:40]1[cH:41][cH:42][cH:43][cH:44][cH:45]1.[CH3:47][CH2:48][O:49][C:50](=[O:51])[CH3:52].[Cl:30][c:31]1[n:32][c:33]([O:37][CH3:38])[cH:34][cH:35][cH:36]1.[K+:28].[K+:29].[OH2:46]>>[C:1]([CH3:2])([CH3:3])([CH3:4])[O:5][C:6](=[O:7])[N:8]([C:9](=[O:10])[O:11][C:12]([CH3:13])([CH3:14])[CH3:15])[CH2:16][c:17]1[cH:18][c:19]([NH:20][c:31]2[n:32][c:33]([O:37][CH3:38])[cH:34][cH:35][cH:36]2)[cH:21][cH:22][cH:23]1. Starting materials: C1(=CC=CC=C1)NC(=O)C1=CC=C(C=2OC3=C(C21)C=C(C=C3)N)OC (N1-phenyl-4-methoxy-8-amino-dibenzo[b,d]furan-1-carboxamide), C(C)(=O)Cl (acetyl chloride), N1=CC=CC=C1 (pyridine). Solvent: C1CCOC1 (THF). Reaction conditions: time 2 hour. Yields the product C1(=CC=CC=C1)NC(=O)C1=CC=C(C=2OC3=C(C21)C=C(C=C3)NC(C)=O)OC (N1-phenyl-4-methoxy-8-acetamido-dibenzo[b,d]furan-1-carboxamide). As a reaction SMILES: [C:1]1([NH:7][C:8]([C:10]2[C:18]3[C:17]4[CH:19]=[C:20]([NH2:23])[CH:21]=[CH:22][C:16]=4[O:15][C:14]=3[C:13]([O:24][CH3:25])=[CH:12][CH:11]=2)=[O:9])[CH:6]=[CH:5][CH:4]=[CH:3][CH:2]=1.[C:26](Cl)(=[O:28])[CH3:27].N1C=CC=CC=1>C1COCC1>[C:1]1([NH:7][C:8]([C:10]2[C:18]3[C:17]4[CH:19]=[C:20]([NH:23][C:26](=[O:28])[CH3:27])[CH:21]=[CH:22][C:16]=4[O:15][C:14]=3[C:13]([O:24][CH3:25])=[CH:12][CH:11]=2)=[O:9])[CH:6]=[CH:5][CH:4]=[CH:3][CH:2]=1. Reported procedure: N1-phenyl-4-methoxy-8-amino-dibenzo[b,d]furan-1-carboxamide (69 mg, 0.207 mmol) (step 2) was treated with acetyl chloride (1.1 eq.) in THF (10 ml) containing pyridine (1.1 eq) at 0° C. and allowed to warm to room temperature. The reaction was stirred at room temperature for 2 h. THF was evaporated and the residue was washed ethanol to obtain 40 mg of N1-phenyl-4-methoxy-8-acetamido-dibenzo[b,d]furan-1-carboxamide as white solid; mp: 252° C. Starting materials: CCO, CC(N=[N+]=[N-])c1cnc(F)cc1-c1cccc2cc(-c3ccnc(NCCn4ccnn4)n3)sc12. The product is CC(N)c1cnc(F)cc1-c1cccc2cc(-c3ccnc(NCCn4ccnn4)n3)sc12. As a reaction SMILES: [CH3:36][CH2:37][OH:38].[n:1]1([CH2:6][CH2:7][NH:8][c:9]2[n:10][cH:11][cH:12][c:13](-[c:15]3[cH:16][c:17]4[c:18]([s:19]3)[c:20](-[c:24]3[cH:25][c:26]([F:35])[n:27][cH:28][c:29]3[CH:30]([CH3:31])[N:32]=[N+:33]=[N-:34])[cH:21][cH:22][cH:23]4)[n:14]2)[n:2][n:3][cH:4][cH:5]1>>[n:1]1([CH2:6][CH2:7][NH:8][c:9]2[n:10][cH:11][cH:12][c:13](-[c:15]3[cH:16][c:17]4[c:18]([s:19]3)[c:20](-[c:24]3[cH:25][c:26]([F:35])[n:27][cH:28][c:29]3[CH:30]([CH3:31])[NH2:32])[cH:21][cH:22][cH:23]4)[n:14]2)[n:2][n:3][cH:4][cH:5]1. Reactants: ClC1=CC=C(C=C1)[C@@H]1N(CC[C@@H](C1)C1=CC(NO1)=O)C(=O)OC ((2R,4S)-Methyl 2-(4-chlorophenyl)-4-(3-oxo-2,3-dihydroisoxazol-5-yl)piperidine-1-carboxylate), Br (hydrogen bromide). Conditions: time 8 hour. Yields the product ClC1=CC=C(C=C1)[C@@H]1NCC[C@@H](C1)C1=CC(NO1)=O (5-((2R,4S)-2-(4-chlorophenyl)piperidin-4-yl)isoxazol-3(2H)-one). Isolated yield 62.9%. RXN SMILES: [Cl:1][C:2]1[CH:7]=[CH:6][C:5]([C@H:8]2[CH2:13][C@@H:12]([C:14]3[O:18][NH:17][C:16](=[O:19])[CH:15]=3)[CH2:11][CH2:10][N:9]2C(OC)=O)=[CH:4][CH:3]=1.Br>>[Cl:1][C:2]1[CH:7]=[CH:6][C:5]([C@H:8]2[CH2:13][C@@H:12]([C:14]3[O:18][NH:17][C:16](=[O:19])[CH:15]=3)[CH2:11][CH2:10][NH:9]2)=[CH:4][CH:3]=1. Procedure details: (2R,4S)-Methyl 2-(4-chlorophenyl)-4-(3-oxo-2,3-dihydroisoxazol-5-yl)piperidine-1-carboxylate (0.447 g, 1.33 mmol) was dissolved in hydrogen bromide (33% in acetic acid, 10.46 mL, 59.73 mmol) and the mixture was stirred at room temperature overnight. The solvent was evaporated and the residue purified by preparative HPLC (Instrument: FractionLynx II, Mobilphase: gradient 5-95% MeCN in 0.2% NH3, pH 10, Column: Xbridge Prep C18 5 μm OBD 19*150 mm) to yield 5-((2R,4S)-2-(4-chlorophenyl)piperidin-4-y... Isolated yield 51.8%. Solvent: CN(C)C=O (DMF), CN(C)C=O (DMF), CN(C)C=O (DMF). Procedure: A solution of the product from step (a) (4.0 g) in DMF (10 ml) was added under N2 to a stirred suspension of anhy. K2CO3 (3.0 g) in DMF (10 ml), followed by the addition of a solution of p-nitrophenethyl bromide (4.9 g, Aldrich) in DMF (5 ml). After additions were complete, the mixture was stirred at room temperature for 17 hours, then at 40° C. for 48 hours. The mixture was poured into ice-water, stirred for 2 hours, and the resulting precipitate filtered off, washed with water, and triturated ... Reactants: ice water, C(=O)([O-])[O-].[K+].[K+] (K2CO3), [N+](=O)([O-])C1=CC=C(CCBr)C=C1 (p-nitrophenethyl bromide), C(C1=CC=CC=C1)C1C(NC(N1)=O)=O (5-Benzylimidazolidin-2,4-dione). The product is C(C1=CC=CC=C1)C1C(N(C(N1)=O)CCC1=CC=C(C=C1)[N+](=O)[O-])=O (5-Benzyl-3-[2-(4-nitrophenyl)ethyl]imidazolidin-2,4-dione). Run at time 17 hour. RXN SMILES: [CH2:1]([CH:8]1[NH:12][C:11](=[O:13])[NH:10][C:9]1=[O:14])[C:2]1[CH:7]=[CH:6][CH:5]=[CH:4][CH:3]=1.C([O-])([O-])=O.[K+].[K+].[N+:21]([C:24]1[CH:32]=[CH:31][C:27]([CH2:28][CH2:29]Br)=[CH:26][CH:25]=1)([O-:23])=[O:22]>CN(C=O)C>[CH2:1]([CH:8]1[NH:12][C:11](=[O:13])[N:10]([CH2:29][CH2:28][C:27]2[CH:26]=[CH:25][C:24]([N+:21]([O-:23])=[O:22])=[CH:32][CH:31]=2)[C:9]1=[O:14])[C:2]1[CH:3]=[CH:4][CH:5]=[CH:6][CH:7]=1 |f:1.2.3|.